From a dataset of the Open Reaction Database (ORD), a public repository of structured organic reaction records. describe an organic reaction: reactants, conditions, products, and yield Reactants: C1CCOC1, CCn1cc(Cl)c(C(=O)Nc2cccc(C(=O)c3ccc4c(c3)NC(=O)C4=CNc3ccc(N4CCN(C)CC4)cc3)c2)n1, CCOC(C)=O, CCCCCC, Nc1ccc(CCCC(=O)O)cc1. Product: CCn1cc(Cl)c(C(=O)Nc2cccc(C(=O)c3ccc4c(c3)NC(=O)C4=CNc3ccc(CCCC(=O)O)cc3)c2)n1. RXN SMILES: [CH2:45]1[O:46][CH2:47][CH2:48][CH2:49]1.[CH3:1][N:2]1[CH2:3][CH2:4][N:5]([c:6]2[cH:7][cH:8][c:9]([NH:10][CH:15]=[C:16]3[C:17](=[O:44])[NH:18][c:19]4[cH:20][c:21]([C:25](=[O:26])[c:27]5[cH:28][c:29]([NH:33][C:34](=[O:35])[c:36]6[n:37][n:38]([CH2:42][CH3:43])[cH:39][c:40]6[Cl:41])[cH:30][cH:31][cH:32]5)[cH:22][cH:23][c:24]43)[cH:11][cH:12]2)[CH2:13][CH2:14]1.[CH3:63][CH2:64][O:65][C:66]([CH3:67])=[O:68].[CH3:69][CH2:70][CH2:71][CH2:72][CH2:73][CH3:74].[NH2:50][c:51]1[cH:52][cH:53][c:54]([CH2:57][CH2:58][CH2:59][C:60](=[O:61])[OH:62])[cH:55][cH:56]1>>[CH:15](=[C:16]1[C:17](=[O:44])[NH:18][c:19]2[cH:20][c:21]([C:25](=[O:26])[c:27]3[cH:28][c:29]([NH:33][C:34](=[O:35])[c:36]4[n:37][n:38]([CH2:42][CH3:43])[cH:39][c:40]4[Cl:41])[cH:30][cH:31][cH:32]3)[cH:22][cH:23][c:24]21)[NH:50][c:51]1[cH:52][cH:53][c:54]([CH2:57][CH2:58][CH2:59][C:60](=[O:61])[OH:62])[cH:55][cH:56]1.